From a dataset of the Open Reaction Database (ORD), a public repository of structured organic reaction records. describe an organic reaction: reactants, conditions, products, and yield Starting materials: IC1=CC=C(OCCN)C=C1 ([2-(4-iodophenoxy)ethyl]amine), C/C(=N\[Si](C)(C)C)/O[Si](C)(C)C (N,O-bis(trimethylsilyl)acetamide), [N+](=O)([O-])C1=CC=C(C=C1)[C@H]1OC1 ((2R)-2-(4-nitrophenyl)oxirane). The solvent is CS(=O)C (dimethyl sulfoxide), CS(=O)C (dimethyl sulfoxide). Reaction conditions: time 1 hour. The product is IC1=CC=C(OCCNC[C@H](O)C2=CC=C(C=C2)[N+](=O)[O-])C=C1 ((1R)-2-[[2-(4-iodophenoxy)ethyl]amino]-1-(4-nitrophenyl)ethanol). Yield: 90.3%. As a reaction SMILES: [I:1][C:2]1[CH:11]=[CH:10][C:5]([O:6][CH2:7][CH2:8][NH2:9])=[CH:4][CH:3]=1.C/C(/O[Si](C)(C)C)=N\[Si](C)(C)C.[N+:24]([C:27]1[CH:32]=[CH:31][C:30]([C@@H:33]2[CH2:35][O:34]2)=[CH:29][CH:28]=1)([O-:26])=[O:25]>CS(C)=O>[I:1][C:2]1[CH:11]=[CH:10][C:5]([O:6][CH2:7][CH2:8][NH:9][CH2:35][C@@H:33]([C:30]2[CH:29]=[CH:28][C:27]([N+:24]([O-:26])=[O:25])=[CH:32][CH:31]=2)[OH:34])=[CH:4][CH:3]=1. Procedure details: To a solution of [2-(4-iodophenoxy)ethyl]amine (6.14 g) in dimethyl sulfoxide (50 ml) was added N,O-bis(trimethylsilyl)acetamide (2.88 ml) and the mixture was stirred for 1 hour. To the mixture was added a solution of (2R)-2-(4-nitrophenyl)oxirane (3.21 g) in dimethyl sulfoxide (10 ml) and the mixture was stirred for 37 hours. After cooling to room temperature, the mixture was quenched by the addition of 5% acetic acid/water (120 ml) and stirred for 30 minutes. The mixture was basified with 1N s... As a reaction SMILES: Cl[C:2]1[C:3]([NH2:9])=[N:4][CH:5]=[N:6][C:7]=1Cl.[NH2:10][C:11]1[CH:12]=[C:13]([OH:17])[CH:14]=[CH:15][CH:16]=1.[F:18][C:19]1[CH:39]=[CH:38][C:22]([CH2:23][N:24]2[CH:28]=[C:27](B3OC(C)(C)C(C)(C)O3)[CH:26]=[N:25]2)=[CH:21][CH:20]=1.[C:40](Cl)(=[O:43])[CH:41]=[CH2:42]>>[NH2:9][C:3]1[N:4]=[CH:5][N:6]=[C:7]([O:17][C:13]2[CH:12]=[C:11]([NH:10][C:40](=[O:43])[CH:41]=[CH2:42])[CH:16]=[CH:15][CH:14]=2)[C:2]=1[C:27]1[CH:26]=[N:25][N:24]([CH2:23][C:22]2[CH:21]=[CH:20][C:19]([F:18])=[CH:39][CH:38]=2)[CH:28]=1. Reactants: ClC=1C(=NC=NC1Cl)N (5,6-dichloropyrimidin-4-amine), NC=1C=C(C=CC1)O (3-aminophenol), FC1=CC=C(CN2N=CC(=C2)B2OC(C(O2)(C)C)(C)C)C=C1 (1-(4-fluorobenzyl)-4-(4,4,5,5-tetramethyl-1,3,2-dioxaborolan-2-yl)-1H-pyrazole), C(C=C)(=O)Cl (acryloyl chloride). Procedure: N-(3-((6-amino-5-(1-(4-fluorobenzyl)-1H-pyrazol-4-yl)pyrimidin-4-yl)oxy)phenyl)acrylamide was prepared from 5,6-dichloropyrimidin-4-amine, 3-aminophenol, 1-(4-fluorobenzyl)-4-(4,4,5,5-tetramethyl-1,3,2-dioxaborolan-2-yl)-1H-pyrazole, and acryloyl chloride using methods A, C, and F. HPLC: 99%. MS: m/z=431 [M+H]+. 1H-NMR (DMSO-d6) δ 10.22 (s, 1H), 8.14 (s, 1H), 8.04 (s, 1H), 7.73 (s, 1H), 7.52 (s, 1H), 7.39-7.32 (m, 4H), 7.17 (t, 2H), 6.95-6.68 (m, 2.5H), 6.42 (dd, 1H), 6.25 (d, 1H), 5.77 (d, 1H),... The product is NC1=C(C(=NC=N1)OC=1C=C(C=CC1)NC(C=C)=O)C=1C=NN(C1)CC1=CC=C(C=C1)F (N-(3-((6-amino-5-(1-(4-fluorobenzyl)-1H-pyrazol-4-yl)pyrimidin-4-yl)oxy)phenyl)acrylamide). Starting materials: OC1=CC=C(C=C1)CCO (2-(4-hydroxyphenyl)ethanol), C([O-])([O-])=O.[K+].[K+] (potassium carbonate), C(C1=CC=CC=C1)Cl (benzyl chloride). The reagents and catalysts are [Br-].C(CCC)[N+](CCCC)(CCCC)CCCC (tetrabutylammonium bromide). Solvent: CC(=O)C (acetone). Product: C(C1=CC=CC=C1)OC1=CC=C(C=C1)CCO (2-(4-Benzyloxyphenyl)ethanol). As a reaction SMILES: [OH:1][C:2]1[CH:7]=[CH:6][C:5]([CH2:8][CH2:9][OH:10])=[CH:4][CH:3]=1.C(=O)([O-])[O-].[K+].[K+].[CH2:17](Cl)[C:18]1[CH:23]=[CH:22][CH:21]=[CH:20][CH:19]=1>[Br-].C([N+](CCCC)(CCCC)CCCC)CCC.CC(C)=O>[CH2:17]([O:1][C:2]1[CH:7]=[CH:6][C:5]([CH2:8][CH2:9][OH:10])=[CH:4][CH:3]=1)[C:18]1[CH:23]=[CH:22][CH:21]=[CH:20][CH:19]=1 |f:1.2.3,5.6|. Procedure: To a flask equipped with a magnetic stirrer, reflux condenser and nitrogen inlet was added 13.8 grams of 2-(4-hydroxyphenyl)ethanol, 14.5 grams of anhydrous potassium carbonate, 33.0 grams of tetrabutylammonium bromide, 12 mL of benzyl chloride and 200 mL of acetone. The reaction mixture was heated at reflux for 3 days, and then cooled to room temperature and filtered. The filtrate was concentrated in vacuo, diluted with 500 mL of dichloromethane, and washed with 2% aqueous sodium hydroxide and ... RXN SMILES: [Br:1][C:2]1[CH:3]=[C:4]([C:9]([NH:14][C:15](=[O:18])[CH2:16]Cl)([CH2:12][OH:13])[CH2:10][OH:11])[C:5]([Cl:8])=[N:6][CH:7]=1.CC(C)([O-])C.[K+].O>C(O)(C)(C)C>[Br:1][C:2]1[CH:3]=[C:4]([C:9]2([CH2:12][OH:13])[NH:14][C:15](=[O:18])[CH2:16][O:11][CH2:10]2)[C:5]([Cl:8])=[N:6][CH:7]=1 |f:1.2|. Product: BrC=1C=C(C(=NC1)Cl)C1(COCC(N1)=O)CO (5-(5-Bromo-2-chloro-pyridin-3-yl)-5-hydroxymethyl-morpholin-3-one). Reported procedure: To a suspension of N-[1-(5-bromo-2-chloro-pyridin-3-yl)-2-hydroxy-1-hydroxymethyl-ethyl]-2-chloro-acetamide (622 mg, 1.74 mmol) in tert.-butanol (10.2 ml) was added at 0° C. potassium tert.-butoxide (292 mg, 2.61 mmol), the reaction mixture was stirred at room temperature for 1 h. Water was added and the tert.-butanol evaporated, the mixture was extracted with EtOAc, the combined organic layers were washed with halfsaturated aq. NaCl, dried with Na2SO4 and evaporated to provide the title compoun... Starting materials: CC(C)([O-])C.[K+] (potassium tert.-butoxide), BrC=1C=C(C(=NC1)Cl)C(CO)(CO)NC(CCl)=O (N-[1-(5-bromo-2-chloro-pyridin-3-yl)-2-hydroxy-1-hydroxymethyl-ethyl]-2-chloro-acetamide), O (Water). Reaction conditions: time 1 hour. Solvent: C(C)(C)(C)O (tert.-butanol). Reactants: CC=1SC=C(N1)C (2,4-Dimethylthiazole), powder, BrCC=C (3-bromopropene), C(CCC)#N (butyronitrile). Yields the product [Br-].C(C=C)[N+]1=C(SC=C1C)C (3-Allyl-2,4-dimethylthiazolium bromide). The yield is 33.0%. Reaction SMILES: [CH3:1][C:2]1[S:3][CH:4]=[C:5]([CH3:7])[N:6]=1.[Br:8][CH2:9][CH:10]=[CH2:11].C(#N)CCC>>[Br-:8].[CH2:11]([N+:6]1[C:5]([CH3:7])=[CH:4][S:3][C:2]=1[CH3:1])[CH:10]=[CH2:9] |f:3.4|. Procedure: 2,4-Dimethylthiazole (6.04 g, 0.05 mole), 3-bromopropene (6.6 g, 0.055 mole) and butyronitrile (25 ml) were combined and refluxed for 2 hours. Upon cooling a brown oil solidified into a wet ivory powder (8.15 g) which was collected by filtration. The powder was dissolved in methanol, combined with aqueous potassium bromide to make the bromide salt, treated with decolorizing charcoal and filtered while hot. The filtrate was poured into ethyl ether to force the bromide salt out of solution as an o... Starting materials: CN1CCC(CC1)=O (1-methylpiperidin-4-one), C(CCC)[Li] (n-butyllithium), Cl (hydrochloric acid), isoquinolyl-1-lithium, BrC1=NC=CC2=CC=CC=C12 (1-bromoisoquinoline), CN1CCC(CC1)([O-])C1=NC=CC2=CC=CC=C12.[Li+] (lithium 1-methyl-4-(1-isoquinolyl)-piperidin-4-olate). Run in CCOCC (ether), CCOCC (ether), O (Water). Conditions: time 2 hour. The product is Cl.Cl.CN1CCC(CC1)(O)C1=NC=CC2=CC=CC=C12 (1-methyl-4-(1-isoquinolyl)-piperidin-4-ol, dihydrochloride). RXN SMILES: CN1CCC(=O)CC1.BrC1C2C(=CC=CC=2)C=CN=1.C([Li])CCC.[ClH:25].[CH3:26][N:27]1[CH2:32][CH2:31][C:30]([C:34]2[C:43]3[C:38](=[CH:39][CH:40]=[CH:41][CH:42]=3)[CH:37]=[CH:36][N:35]=2)([O-:33])[CH2:29][CH2:28]1.[Li+]>O.CCOCC>[ClH:25].[ClH:25].[CH3:26][N:27]1[CH2:28][CH2:29][C:30]([C:34]2[C:43]3[C:38](=[CH:39][CH:40]=[CH:41][CH:42]=3)[CH:37]=[CH:36][N:35]=2)([OH:33])[CH2:31][CH2:32]1 |f:4.5,8.9.10|. Procedure: A solution of 11.3 g. of 1-methylpiperidin-4-one in 120 ml. of ether is added dropwise to a stirred isoquinolyl-1-lithium solution, freshly prepared from 20.8 g. of 1-bromoisoquinoline and n-butyllithium in 400 ml. of ether, at 0°, under dry nitrogen. The mixture is stirred for 2 hours more at 0°. Water (50 ml.) and then 100 ml. of 5% hydrochloric acid are added dropwise to decompose the lithium 1-methyl-4-(1-isoquinolyl)-piperidin-4-olate formed. The mixture is worked up in the customary manner... The reactants are CCCCCCCCCCc1cnc(-c2ccc(C(=O)O)cc2)nc1, O=S(Cl)Cl. The product is CCCCCCCCCCc1cnc(-c2ccc(C(=O)O)cc2)nc1, [Cl-]. Reaction SMILES: [CH2:1]([CH2:2][CH2:3][CH2:4][CH2:5][CH2:6][CH2:7][CH2:8][CH2:9][CH3:10])[c:11]1[cH:12][n:13][c:14](-[c:17]2[cH:18][cH:19][c:20]([C:21](=[O:22])[OH:23])[cH:24][cH:25]2)[n:15][cH:16]1.[S:26]([Cl:27])([Cl:28])=[O:29]>>[CH2:1]([CH2:2][CH2:3][CH2:4][CH2:5][CH2:6][CH2:7][CH2:8][CH2:9][CH3:10])[c:11]1[cH:12][n:13][c:14](-[c:17]2[cH:18][cH:19][c:20]([C:21](=[O:22])[OH:23])[cH:24][cH:25]2)[n:15][cH:16]1.[Cl-:28]. Starting materials: N1CCNCC1 (Piperazine), ClC=1N=NC(=CC1)Cl (3,6-dichloropyridazine). The solvent is CC(CC)=O (2-butanone). Conditions: temperature 62 celsius. Yields the product ClC=1N=NC(=CC1)N1CCNCC1 (3-chloro-6-piperazin-1-ylpyridazine). The yield is 80.9%. As a reaction SMILES: [NH:1]1[CH2:6][CH2:5][NH:4][CH2:3][CH2:2]1.[Cl:7][C:8]1[N:9]=[N:10][C:11](Cl)=[CH:12][CH:13]=1>CC(=O)CC>[Cl:7][C:8]1[N:9]=[N:10][C:11]([N:1]2[CH2:6][CH2:5][NH:4][CH2:3][CH2:2]2)=[CH:12][CH:13]=1. Procedure: Piperazine (20.0 g, 232 mmol) and 3,6-dichloropyridazine (34.6 g, 232 mmol) were mixed with 2-butanone and heated at 62° C. for 16 h. The reaction mixture was cooled to room temperature and the precipitated product filtered and washed with 2-butanone. The solid was redissolved in DCM (250 mL), filtered and the filtrate evaporated. The solid was dried in vacuo to yield 37.3 g, 81% 3-chloro-6-piperazin-1-ylpyridazine. Starting materials: CCn1c(=O)n(-c2ccc(O)cc2)c2ncc(C)cc21, COCCOC, CCOC(=O)c1c(Cl)nc2ccccn12, [H-], [Na+]. Product: CCOC(=O)c1c(Oc2ccc(-n3c(=O)n(CC)c4cc(C)cnc43)cc2)nc2ccccn12. RXN SMILES: [CH2:16]([CH3:17])[n:18]1[c:19](=[O:35])[n:20](-[c:28]2[cH:29][cH:30][c:31]([OH:34])[cH:32][cH:33]2)[c:21]2[n:22][cH:23][c:24]([CH3:27])[cH:25][c:26]12.[CH3:38][O:39][CH2:40][CH2:41][O:42][CH3:43].[Cl:1][c:2]1[n:3][c:4]2[n:5]([cH:6][cH:7][cH:8][cH:9]2)[c:10]1[C:11](=[O:12])[O:13][CH2:14][CH3:15].[H-:37].[Na+:36]>>[c:2]1([O:34][c:31]2[cH:30][cH:29][c:28](-[n:20]3[c:19](=[O:35])[n:18]([CH2:16][CH3:17])[c:26]4[c:21]3[n:22][cH:23][c:24]([CH3:27])[cH:25]4)[cH:33][cH:32]2)[n:3][c:4]2[n:5]([cH:6][cH:7][cH:8][cH:9]2)[c:10]1[C:11](=[O:12])[O:13][CH2:14][CH3:15]. The reactants are [K] (potassium), OC=1C=C(CO)C=CC1 (3-hydroxybenzyl alcohol), BrC=1C=C(C=CC1)OC (3-bromoanisole), p-hydroxyquinoline. Reagents/catalysts: [Cu]Cl (copper (I) chloride). The solvent is CN1CCCC1=O (N-methyl pyrolidinone), O (water). Run at temperature 170 celsius. Product: COC=1C=C(OC=2C=C(CO)C=CC2)C=CC1 (3-(3-methoxyphenoxy)benzyl alcohol). Isolated yield 52.1%. As a reaction SMILES: [K].[OH:2][C:3]1[CH:4]=[C:5]([CH:8]=[CH:9][CH:10]=1)[CH2:6][OH:7].Br[C:12]1[CH:13]=[C:14]([O:18][CH3:19])[CH:15]=[CH:16][CH:17]=1>CN1C(=O)CCC1.O.[Cu]Cl>[CH3:19][O:18][C:14]1[CH:13]=[C:12]([CH:17]=[CH:16][CH:15]=1)[O:2][C:3]1[CH:4]=[C:5]([CH:8]=[CH:9][CH:10]=1)[CH2:6][OH:7] |^1:0|. Procedure details: To a solution of the potassium salt of 3-hydroxybenzyl alcohol (8.1 g, 50 mmol) in N-methyl pyrolidinone (20 ml) were added 3-bromoanisole (11.22 g, 60 mmol), copper (I) chloride (0.1 g, 1 mmol) and p-hydroxyquinoline (0.1 g, 1 mmol) and the reaction was heated to 170° C. for fifty hours. The reaction was cooled to room temperature, diluted with water (150 ml) and extracted with ether (5×50 ml). The combined extracts were dried (MgSO4) and evaporated. The residue was purified by flash chromatogr...